From a dataset of the Open Reaction Database (ORD), a public repository of structured organic reaction records. describe an organic reaction: reactants, conditions, products, and yield The reactants are CC(C)(C)[O-], COc1cccc2c1CCCC2=O, CCOCC, CCOC=O, [K+], C1CCOC1, O. The product is COc1cccc2c1CCC(C=O)C2=O. RXN SMILES: [CH3:14][C:15]([CH3:16])([O-:17])[CH3:18].[CH3:1][O:2][c:3]1[c:4]2[c:9]([cH:10][cH:11][cH:12]1)[C:8](=[O:13])[CH2:7][CH2:6][CH2:5]2.[CH3:26][CH2:27][O:28][CH2:29][CH3:30].[CH:20]([O:21][CH2:22][CH3:23])=[O:24].[K+:19].[O:31]1[CH2:32][CH2:33][CH2:34][CH2:35]1.[OH2:25]>>[CH3:1][O:2][c:3]1[c:4]2[c:9]([cH:10][cH:11][cH:12]1)[C:8](=[O:13])[CH:7]([CH:15]=[O:17])[CH2:6][CH2:5]2.